From a dataset of the Open Reaction Database (ORD), a public repository of structured organic reaction records. describe an organic reaction: reactants, conditions, products, and yield The reactants are CCOC(=O)C(=O)N(Cc1ccc(C(F)(F)F)cc1)Cc1ccc2occ(Br)c2c1, C#CCCCCCCCC. Yields the product CCCCCCCCC#Cc1coc2ccc(CN(Cc3ccc(C(F)(F)F)cc3)C(=O)C(=O)OCC)cc12. RXN SMILES: [CH2:1]([CH3:2])[O:3][C:4]([C:5](=[O:6])[N:7]([CH2:8][c:9]1[cH:10][cH:11][c:12]([C:15]([F:16])([F:17])[F:18])[cH:13][cH:14]1)[CH2:19][c:20]1[cH:21][cH:22][c:23]2[c:24]([c:25]([Br:28])[cH:26][o:27]2)[cH:29]1)=[O:30].[CH:31]#[C:32][CH2:33][CH2:34][CH2:35][CH2:36][CH2:37][CH2:38][CH2:39][CH3:40]>>[CH2:1]([CH3:2])[O:3][C:4]([C:5](=[O:6])[N:7]([CH2:8][c:9]1[cH:10][cH:11][c:12]([C:15]([F:16])([F:17])[F:18])[cH:13][cH:14]1)[CH2:19][c:20]1[cH:21][cH:22][c:23]2[c:24]([c:25]([C:31]#[C:32][CH2:33][CH2:34][CH2:35][CH2:36][CH2:37][CH2:38][CH2:39][CH3:40])[cH:26][o:27]2)[cH:29]1)=[O:30].